Dataset: the Open Reaction Database (ORD), a public repository of structured organic reaction records. Task: describe an organic reaction: reactants, conditions, products, and yield The reactants are COC(=O)C(C)C(N)c1ccccc1, [NH4+], [OH-]. Yields the product CC(C(N)=O)C(N)c1ccccc1. RXN SMILES: [NH2:1][CH:2]([CH:3]([C:4](=[O:5])[O:6][CH3:7])[CH3:8])[c:9]1[cH:10][cH:11][cH:12][cH:13][cH:14]1.[NH4+:15].[OH-:16]>>[NH2:1][CH:2]([CH:3]([C:4](=[O:5])[NH2:15])[CH3:8])[c:9]1[cH:10][cH:11][cH:12][cH:13][cH:14]1. Starting materials: ClC1=C(C(=CC=C1C)Cl)NC1=C(C=O)C=CC=C1 (2-[(2,6-dichloro-3-methylphenyl)amino]benzaldehyde), CN1C(SCC1=O)=S (3-methylrhodanine), NCCC(=O)O (β-alanine). Solvent: C(C)(=O)O (acetic acid). Yields the product ClC1=C(C(=CC=C1C)Cl)NC1=C(C=CC=C1)\C=C/1\C(NC(S1)=S)=O ((Z)-5-[[2-[(2,6-dichloro-3-methylphenyl)amino]phenyl]methylene]-2-thioxo-4-thiazolidinone). The yield is 65.9%. RXN SMILES: [Cl:1][C:2]1[C:7]([CH3:8])=[CH:6][CH:5]=[C:4]([Cl:9])[C:3]=1[NH:10][C:11]1[CH:18]=[CH:17][CH:16]=[CH:15][C:12]=1[CH:13]=O.C[N:20]1[C:24](=[O:25])[CH2:23][S:22][C:21]1=[S:26].NCCC(O)=O>C(O)(=O)C>[Cl:1][C:2]1[C:7]([CH3:8])=[CH:6][CH:5]=[C:4]([Cl:9])[C:3]=1[NH:10][C:11]1[CH:18]=[CH:17][CH:16]=[CH:15][C:12]=1/[CH:13]=[C:23]1/[C:24](=[O:25])[NH:20][C:21](=[S:26])[S:22]/1. Procedure: To a room temperature solution of 2-[(2,6-dichloro-3-methylphenyl)amino]benzaldehyde (276 mg, 0.99 mmols) and 3-methylrhodanine (166 mg, 1.13 mmols) in 15 mL of acetic acid is added β-alanine (102 mg, 1.14 mmols). The solution is heated at reflux for 3.5 h. The solution is cooled to room temperature and the resulting precipitate is collected by filtration to provide 258 mg (64%) of (Z)-5-[[2-[(2,6-dichloro-3-methylphenyl)amino]phenyl]methylene]-2-thioxo-4-thiazolidinone as a bright orange solid;... Starting materials: FC(C1=NC(=NC=C1CO)C1=CC=C(C=C1)C(F)(F)F)(F)F ([4-trifluoromethyl-2-(4-trifluoromethyl-phenyl)-pyrimidin-5-yl]-methanol), S(=O)(Cl)Cl (thionylchloride). Solvent: ClCCl (dichloromethane). Conditions: time 14 hour. Product: ClCC=1C(=NC(=NC1)C1=CC=C(C=C1)C(F)(F)F)C(F)(F)F (5-chloromethyl-4-trifluoromethyl-2-(4-trifluoromethyl-phenyl)-pyrimidine). Yield: 90.4%. RXN SMILES: [F:1][C:2]([F:22])([F:21])[C:3]1[C:8]([CH2:9]O)=[CH:7][N:6]=[C:5]([C:11]2[CH:16]=[CH:15][C:14]([C:17]([F:20])([F:19])[F:18])=[CH:13][CH:12]=2)[N:4]=1.S(Cl)([Cl:25])=O>ClCCl>[Cl:25][CH2:9][C:8]1[C:3]([C:2]([F:22])([F:21])[F:1])=[N:4][C:5]([C:11]2[CH:16]=[CH:15][C:14]([C:17]([F:20])([F:19])[F:18])=[CH:13][CH:12]=2)=[N:6][CH:7]=1. Procedure details: A cooled (0° C.) solution of 0.081 g (0.25 mmol) of [4-trifluoromethyl-2-(4-trifluoromethyl-phenyl)-pyrimidin-5-yl]-methanol in 2.5 ml dichloromethane was treated with 0.04 ml (0.50 mmol) thionylchloride and stirred for 14 h at RT. The reaction was evaporated, dissolved in ether and twice in heptane and evaporated to give 0.077 g of pure 5-chloromethyl-4-trifluoromethyl-2-(4-trifluoromethyl-phenyl)-pyrimidine. Reactants: CC1(C)OCc2cc(C(O)CN(CCCCCCOCCCCc3cccc(S(N)(=O)=O)c3)Cc3ccccc3)ccc2O1, CCO, Cl. Yields the product NS(=O)(=O)c1cccc(CCCCOCCCCCCN(Cc2ccccc2)CC(O)c2ccc(O)c(CO)c2)c1. RXN SMILES: [CH2:2]([c:3]1[cH:4][cH:5][cH:6][cH:7][cH:8]1)[N:9]([CH2:10][CH2:11][CH2:12][CH2:13][CH2:14][CH2:15][O:16][CH2:17][CH2:18][CH2:19][CH2:20][c:21]1[cH:22][c:23]([S:27](=[O:28])(=[O:29])[NH2:30])[cH:24][cH:25][cH:26]1)[CH2:31][CH:32]([OH:33])[c:34]1[cH:35][c:36]2[c:37]([cH:44][cH:45]1)[O:38][C:39]([CH3:42])([CH3:43])[O:40][CH2:41]2.[CH3:46][CH2:47][OH:48].[ClH:1]>>[CH2:2]([c:3]1[cH:4][cH:5][cH:6][cH:7][cH:8]1)[N:9]([CH2:10][CH2:11][CH2:12][CH2:13][CH2:14][CH2:15][O:16][CH2:17][CH2:18][CH2:19][CH2:20][c:21]1[cH:22][c:23]([S:27](=[O:28])(=[O:29])[NH2:30])[cH:24][cH:25][cH:26]1)[CH2:31][CH:32]([OH:33])[c:34]1[cH:35][c:36]([CH2:41][OH:40])[c:37]([OH:38])[cH:44][cH:45]1. The reactants are N1(CCCCC1)CC=1C=C(OCCOCCN)C=CC1 (2-[2-[3-(1-piperidinylmethyl) phenoxy]ethoxy]ethanamine), CNC(=C[N+](=O)[O-])SC (N-methyl-1-methylthio-2-nitro-etheneamine), C(C)O (ethanol), Cl (hydrochloric acid). Solvent: O (water), O (water). Product: CN(C(=C[N+](=O)[O-])N)CCOCCOC1=CC(=CC=C1)CN1CCCCC1 (N-Methyl-N1 -[2-[2-[3-(1-piperidinylmethyl)phenoxy] ethoxy]ethyl]-2-nitro-1,1-ethenediamine). Reaction SMILES: [N:1]1([CH2:7][C:8]2[CH:9]=[C:10]([CH:18]=[CH:19][CH:20]=2)[O:11][CH2:12][CH2:13][O:14][CH2:15][CH2:16][NH2:17])[CH2:6][CH2:5][CH2:4][CH2:3][CH2:2]1.C[NH:22][C:23](SC)=[CH:24][N+:25]([O-:27])=[O:26].Cl.[CH2:31](O)C>O>[CH3:31][N:17]([CH2:16][CH2:15][O:14][CH2:13][CH2:12][O:11][C:10]1[CH:18]=[CH:19][CH:20]=[C:8]([CH2:7][N:1]2[CH2:2][CH2:3][CH2:4][CH2:5][CH2:6]2)[CH:9]=1)[C:23]([NH2:22])=[CH:24][N+:25]([O-:27])=[O:26]. Reported procedure: A solution of 2-[2-[3-(1-piperidinylmethyl) phenoxy]ethoxy]ethanamine (0.4 g) and N-methyl-1-methylthio-2-nitro-etheneamine (0.24 g) in water (20 ml) and ethanol (20 ml) was stirred at 50° for 5h. The solution was diluted with water (20 ml) acidified to pH 1 with dilute hydrochloric acid and washed with ethyl acetate (2×50 ml). The aqueous solution was basified to pH 9 with potassium carbonate and extracted with ethyl acetate (3×50 ml). Evaporation of these organic extracts gave a yellow oil whi... Conditions: temperature 60 celsius, time 13 hour. The reactants are BrC1=CC=C(C=N1)C(C)=O (1-(6-bromopyridin-3-yl)-ethanone), ClC=1C=C(C=C(C1)Cl)C(C(F)(F)F)=O (3′,5′-dichloro-2,2,2-trifluoroacetophenone), C(CCC)N(CCCC)CCCC (tributylamine). Product: BrC1=CC=C(C=N1)C(CC(C(F)(F)F)(O)C1=CC(=CC(=C1)Cl)Cl)=O (1-(6-bromopyridin-3-yl)-3-(3,5-dichlorophenyl)-4,4,4-trifluoro-3-hydroxybutan-1-one). Run in C1(=CC=CC=C1)C (toluene). Reaction SMILES: [Br:1][C:2]1[N:7]=[CH:6][C:5]([C:8](=[O:10])[CH3:9])=[CH:4][CH:3]=1.[Cl:11][C:12]1[CH:13]=[C:14]([C:19](=[O:24])[C:20]([F:23])([F:22])[F:21])[CH:15]=[C:16]([Cl:18])[CH:17]=1.C(N(CCCC)CCCC)CCC>C1(C)C=CC=CC=1>[Br:1][C:2]1[N:7]=[CH:6][C:5]([C:8](=[O:10])[CH2:9][C:19]([C:14]2[CH:15]=[C:16]([Cl:18])[CH:17]=[C:12]([Cl:11])[CH:13]=2)([OH:24])[C:20]([F:23])([F:22])[F:21])=[CH:4][CH:3]=1. The yield is 38.4%. Procedure details: 1.00 g (4.99 mmol) of 1-(6-bromopyridin-3-yl)-ethanone, 1.21 g (4.99 mmol) of 3′,5′-dichloro-2,2,2-trifluoroacetophenone, 2.42 g of toluene and 0.28 g (1.50 mmol) of tributylamine were fed and the mixture was stirred for 13 hours at 60° C. After cooling the reaction solution to room temperature, the solid was filtered under reduced pressure to obtain 0.85 g of 1-(6-bromopyridin-3-yl)-3-(3,5-dichlorophenyl)-4,4,4-trifluoro-3-hydroxybutan-1-one as a white solid (yield 38.4%) Reactants: C(#CCCCCCCCCCC)C=1C=C(C=CC1)C/C=C/O (trans-3-[3-(1-dodecynyl)phenyl]propene-1-ol), C(C)(C)C(C(C(=O)[O-])(O)C(C)C)(O)C(=O)[O-] ((-) diisopropyltartrate), 4A, C(C)(C)(C)OO (t-butylhydroperoxide). The reagents and catalysts are CC([O-])C.[Ti+4].CC([O-])C.CC([O-])C.CC([O-])C (titanium(IV) isopropoxide). The solvent is ClCCl (dichloromethane), ClCCl (dichloromethane). Conditions: temperature -20 celsius, time 20 minute. The product is C(#CCCCCCCCCCC)C=1C=C(C=CC1)[C@@H]1[C@H](O1)CO ((2R-trans)-3-[3-(1-Dodecynyl)phenyl]oxiranemethanol). Isolated yield 916.1%. Reaction SMILES: C(C(C([O-])=O)(O)C(C(C)C)(O)C([O-])=[O:7])(C)C.C(OO)(C)(C)C.[C:23]([C:35]1[CH:36]=[C:37]([CH2:41]/[CH:42]=[CH:43]/[OH:44])[CH:38]=[CH:39][CH:40]=1)#[C:24][CH2:25][CH2:26][CH2:27][CH2:28][CH2:29][CH2:30][CH2:31][CH2:32][CH2:33][CH3:34]>ClCCl.CC(C)[O-].[Ti+4].CC(C)[O-].CC(C)[O-].CC(C)[O-]>[C:23]([C:35]1[CH:36]=[C:37]([C@H:41]2[O:7][C@@H:42]2[CH2:43][OH:44])[CH:38]=[CH:39][CH:40]=1)#[C:24][CH2:25][CH2:26][CH2:27][CH2:28][CH2:29][CH2:30][CH2:31][CH2:32][CH2:33][CH3:34] |f:4.5.6.7.8|. Procedure details: To a solution (-) diisopropyltartrate (524 mg) in dry dichloromethane (60 ml) and 4A molecular sieves (1 g) at -20° C. was added titanium(IV) isopropoxide (0.53 ml) followed by t-butylhydroperoxide (3.0M, isooctane) (20 ml). The reaction mixture was stirred for 20 mins at -20° C. and then a solution of trans-3-[3-(1-dodecynyl)phenyl]propene-1-ol (8.88 g) in dichloromethane (20 ml) was added slowly. The mixture was stirred for 1.5 hr and quenched with 25% aqueous sodium hydroxide (6 ml) followed ...